From a dataset of the Open Reaction Database (ORD), a public repository of structured organic reaction records. describe an organic reaction: reactants, conditions, products, and yield The reactants are ClC=1NC2=CC=CC=C2C1C(=O)OC (methyl 2-chloroindole-3-carboxylate), [H-].[Na+] (sodium hydride), CNC(CCCl)NC (3,3-dimethylaminopropyl chloride). The solvent is C1CCOC1 (THF), C1(=CC=CC=C1)C (toluene). Run at time 30 minute. Yields the product CN1CCCN2C1=C(C=1C=CC=CC21)C(=O)OC (Methyl 1-methyl-1,2,3,4-tetrahydropyrimido[1,2-a]indole-10-carboxylate), solid. The yield is 50.0%. RXN SMILES: Cl[C:2]1[NH:3][C:4]2[C:9]([C:10]=1[C:11]([O:13][CH3:14])=[O:12])=[CH:8][CH:7]=[CH:6][CH:5]=2.[H-].[Na+].[CH3:17][NH:18][CH:19](NC)[CH2:20][CH2:21]Cl>C1COCC1.C1(C)C=CC=CC=1>[CH3:17][N:18]1[C:2]2=[C:10]([C:11]([O:13][CH3:14])=[O:12])[C:9]3[CH:8]=[CH:7][CH:6]=[CH:5][C:4]=3[N:3]2[CH2:21][CH2:20][CH2:19]1 |f:1.2|. Procedure details: A solution of methyl 2-chloroindole-3-carboxylate (3.4 g, 0.016 mole) in dry THF (70 ml) at 5° C. under nitrogen was treated portionwise with sodium hydride (480mg of 80% oil dispersion, 0.016 mole) and then stirred at room temperature for 30 mins. The resulting solution was treated with a solution of 3,3-dimethylaminopropyl chloride (0.020 mole) in toluene (30 ml) and heated under reflux for 48 h, then concentrated in vacuo and the residue treated with 10% Na2CO3 solution (50 ml) and extracted ... Starting materials: Cl.FC1=CC=C(C=C1)NN (4-fluorophenylhydrazine hydrochloride), C(C)(=O)C=1SC=CC1 (2-acetylthiophene). The product is FC1=CC=C(C=C1)NN=C(C)C=1SC=CC1 (2-Acetylthiophene 4-fluorophenylhydrazone). RXN SMILES: Cl.[F:2][C:3]1[CH:8]=[CH:7][C:6]([NH:9][NH2:10])=[CH:5][CH:4]=1.[C:11]([C:14]1[S:15][CH:16]=[CH:17][CH:18]=1)(=O)[CH3:12]>>[F:2][C:3]1[CH:8]=[CH:7][C:6]([NH:9][N:10]=[C:11]([C:14]2[S:15][CH:16]=[CH:17][CH:18]=2)[CH3:12])=[CH:5][CH:4]=1 |f:0.1|. Procedure: This compound is prepared from commercial 4-fluorophenylhydrazine hydrochloride (Aldrich) and from commercial 2-acetylthiophene (Aldrich), according to the procedure 1.